This data is from the Open Reaction Database (ORD), a public repository of structured organic reaction records. The task is: describe an organic reaction: reactants, conditions, products, and yield The reactants are C1COCCO1, Cl, COC1CN(C(=O)C(CC(C)(C)C)NC(=O)OC(C)(C)C)C2C(O)COC12. Product: Cl, COC1CN(C(=O)C(N)CC(C)(C)C)C2C(O)COC12. As a reaction SMILES: [CH2:2]1[O:3][CH2:4][CH2:5][O:6][CH2:7]1.[ClH:1].[OH:8][CH:9]1[CH2:10][O:11][CH:12]2[CH:13]1[N:14]([C:19]([CH:20]([CH2:21][C:22]([CH3:23])([CH3:24])[CH3:25])[NH:26][C:27](=[O:28])[O:29][C:30]([CH3:31])([CH3:32])[CH3:33])=[O:34])[CH2:15][CH:16]2[O:17][CH3:18]>>[ClH:1].[OH:8][CH:9]1[CH2:10][O:11][CH:12]2[CH:13]1[N:14]([C:19]([CH:20]([CH2:21][C:22]([CH3:23])([CH3:24])[CH3:25])[NH2:26])=[O:34])[CH2:15][CH:16]2[O:17][CH3:18].